This data is from the Open Reaction Database (ORD), a public repository of structured organic reaction records. The task is: describe an organic reaction: reactants, conditions, products, and yield The reactants are C(=O)(O)C1=C(C(C)=C2C(NC(S2)=S)=O)C=CC=C1 (5- (o-carboxy-α-methylbenzylidene) rhodanine), C(C)O.O (EtOH-H2O). Yields the product CC1=C(SC(=O)C2=CC=CC=C12)C(=O)O (4-Methyl -2- thiaisocoumarin -3- carboxylic acid). Reaction SMILES: [C:1]([C:4]1[CH:18]=[CH:17][CH:16]=[CH:15][C:5]=1[C:6](=[C:8]1[S:12]C(=S)N[C:9]1=[O:14])[CH3:7])([OH:3])=O.C([OH:21])C.O>>[CH3:7][C:6]1[C:5]2[C:4](=[CH:18][CH:17]=[CH:16][CH:15]=2)[C:1](=[O:3])[S:12][C:8]=1[C:9]([OH:21])=[O:14] |f:1.2|. Procedure details: 4-Methyl -2- thiaisocoumarin -3- carboxylic acid mp. (EtOH-H2O) 250.5°-251.5° (lit mp. 243°-5°), (Found: C, 60.40; H, 3.98; S, 14.80 C11H8SO3 requires C, 59.99; H, 3.66; S, 14.56) was prepared from 5- (o-carboxy-α-methylbenzylidene) rhodanine by an analogous procedure to that described in Example 12. The reactants are BrC1=C(C=C(N)C=C1)C (4-bromo-3-methylaniline), C(=O)NC1=NC(=NN1)S(=O)(=O)Cl (5-formamido-1,2,4-triazole-3-sulfonyl chloride), S(=O)(=O)(Cl)Cl (sulfonyl chloride). Run in C(C)#N (acetonitrile). The product is BrC1=C(C=C(C=C1)NS(=O)(=O)C1=NNC(=N1)NC=O)C (N-(3-(((4-bromo-3-methylphenyl)amino)sulfonyl)-1H-1,2,4-triazol-5-yl)formamide). Reaction SMILES: [Br:1][C:2]1[CH:8]=[CH:7][C:5]([NH2:6])=[CH:4][C:3]=1[CH3:9].[CH:10]([NH:12][C:13]1[NH:17][N:16]=[C:15]([S:18](Cl)(=[O:20])=[O:19])[N:14]=1)=[O:11].S(Cl)(Cl)(=O)=O>C(#N)C>[Br:1][C:2]1[CH:8]=[CH:7][C:5]([NH:6][S:18]([C:15]2[N:14]=[C:13]([NH:12][CH:10]=[O:11])[NH:17][N:16]=2)(=[O:19])=[O:20])=[CH:4][C:3]=1[CH3:9]. Procedure: A mixture of 4-bromo-3-methylaniline (3.72 g, 20 mmol) and 5-formamido-1,2,4-triazole-3-sulfonyl chloride (2.10 g, 10 mmol) in 50 mL of acetonitrile was refluxed under nitrogen until all of the sulfonyl chloride has been consumed (approximately 1 hr). The mixture was cooled and filtered. The precipitate was dispersed in 200 mL of 1% aqueous HCl solution and filtered again to yield the title compound as a white solid, 3.0 g (84%) m.p. 282°-284° C., M+ -Br at 280. The reactants are N(CCO)CCO (diethanolamine), ClC1=C(C=CC=C1)OCC (2-chloro-phenetol). The product is OCCN(CCO)CCOC1=CC=CC=C1 (2-[(2-Hydroxy-ethyl)-(2-phenoxy-ethyl)-amino]-ethanol). Reaction SMILES: [NH:1]([CH2:5][CH2:6][OH:7])[CH2:2][CH2:3][OH:4].Cl[C:9]1[CH:14]=[CH:13][CH:12]=[CH:11][C:10]=1[O:15][CH2:16][CH3:17]>>[OH:4][CH2:3][CH2:2][N:1]([CH2:17][CH2:16][O:15][C:10]1[CH:11]=[CH:12][CH:13]=[CH:14][CH:9]=1)[CH2:5][CH2:6][OH:7]. Reported procedure: 2-[(2-Hydroxy-ethyl)-(2-phenoxy-ethyl)-amino]-ethanol was prepared according to the general method as outlined in example 83. Starting from diethanolamine (15.0 g, 150). and 2-chloro-phenetol (15.6 g, 100 mmol). Yield 18 g, (80%); Colorless oil; MS: 226 (M+H)+.